This data is from the Open Reaction Database (ORD), a public repository of structured organic reaction records. The task is: describe an organic reaction: reactants, conditions, products, and yield Product: ClC1=CC=C(S1)OCC(=O)O (5-Chloro-2-thienyloxyacetic acid). Procedure details: To a solution of ethyl 5-chloro-2-thienyloxyacetate (0.39 g, 1.77 mmol) in 9 mL of a 1:1:1 mixture of CH3OH:THF:water is added LiOH (0.38 g, 9.0 mmol). The solution is stirred for 16 hours. After this time, the solution is concentrated to ⅓ its volume. The resulting solution is acidified to pH=3 with 1N HCl. The aqueous solution is extracted with CH2Cl2. The organic layer is dried over MgSO4, filtered and concentrated under vacuum. The title compound (0.32 g, 1.66 mmol) is obtained as a white so... The solvent is O (water). Conditions: time 16 hour. Starting materials: C1CCOC1 (THF), [Li+].[OH-] (LiOH), ClC1=CC=C(S1)OCC(=O)OCC (ethyl 5-chloro-2-thienyloxyacetate), CO (CH3OH). Reaction SMILES: [Cl:1][C:2]1[S:6][C:5]([O:7][CH2:8][C:9]([O:11]CC)=[O:10])=[CH:4][CH:3]=1.CO.C1COCC1.[Li+].[OH-]>O>[Cl:1][C:2]1[S:6][C:5]([O:7][CH2:8][C:9]([OH:11])=[O:10])=[CH:4][CH:3]=1 |f:3.4|. Yield: 93.8%. The reactants are C(C)OC(COC1=C(C=C(C=C1)NC(=O)OC(C)(C)C)C)=O ((4-tert-butoxycarbonylamino-2-methyl-phenoxy)-acetic acid ethyl ester), ice, CI (CH3I), OS(=O)(=O)[O-].[K+] (KHSO4), [H-].[Na+] (NaH). The solvent is CN(C)C=O (DMF). Conditions: time 1 hour. Product: C(C)OC(COC1=C(C=C(C=C1)N(C)C(=O)OC(C)(C)C)C)=O ([4-(tert-butoxycarbonyl-methyl-amino)-2-methyl-phenoxy]-acetic acid ethyl ester). Isolated yield 107.0%. RXN SMILES: [CH2:1]([O:3][C:4](=[O:22])[CH2:5][O:6][C:7]1[CH:12]=[CH:11][C:10]([NH:13][C:14]([O:16][C:17]([CH3:20])([CH3:19])[CH3:18])=[O:15])=[CH:9][C:8]=1[CH3:21])[CH3:2].[H-].[Na+].[CH3:25]I.OS([O-])(=O)=O.[K+]>CN(C=O)C>[CH2:1]([O:3][C:4](=[O:22])[CH2:5][O:6][C:7]1[CH:12]=[CH:11][C:10]([N:13]([C:14]([O:16][C:17]([CH3:18])([CH3:20])[CH3:19])=[O:15])[CH3:25])=[CH:9][C:8]=1[CH3:21])[CH3:2] |f:1.2,4.5|. Procedure details: To an ice-cooled and stirred solution of (4-tert-butoxycarbonylamino-2-methyl-phenoxy)-acetic acid ethyl ester (3.09, 10 mmol) in DMF (30 ml) was added within 10 min NaH (55% in oil, 0.65 g, 15 mmol) and after 1 h, CH3I (4.98 ml, 80 mmol). The reaction was warmed up over night to RT, neutralized at 0° C. with aqueous 10% KHSO4 and extracted with aqueous 10% KHSO4/Et2O (3×). The organic phases were washed with aqueous 10% NaCl, dried (Na2SO4) and evaporated to give 3.46 g (quantitative) of [4-(te...